From a dataset of the Open Reaction Database (ORD), a public repository of structured organic reaction records. describe an organic reaction: reactants, conditions, products, and yield Reactants: tungsten halogen, BrC=1C(=C(C(=CC1)F)C)Cl (3-Bromo-2-chloro-6-fluoro-toluene), BrN1C(CCC1=O)=O (N-bromosuccinimide), C(C1=CC=CC=C1)(=O)OOC(C1=CC=CC=C1)=O (benzoyl peroxide). Run in C(Cl)(Cl)(Cl)Cl (carbon tetrachloride). Product: BrC1=C(C(=C(C=C1)F)CBr)Cl (1-bromo-3-bromomethyl-2-chloro-4-fluorobenzene). Yield: 98.9%. RXN SMILES: [Br:1][C:2]1[C:3]([Cl:10])=[C:4]([CH3:9])[C:5]([F:8])=[CH:6][CH:7]=1.[Br:11]N1C(=O)CCC1=O.C(OOC(=O)C1C=CC=CC=1)(=O)C1C=CC=CC=1>C(Cl)(Cl)(Cl)Cl>[Br:1][C:2]1[CH:7]=[CH:6][C:5]([F:8])=[C:4]([CH2:9][Br:11])[C:3]=1[Cl:10]. Procedure: 3-Bromo-2-chloro-6-fluoro-toluene (8.0 g), N-bromosuccinimide (NBS) (6.42 g) and a catalytic amount of benzoyl peroxide in carbon tetrachloride (40 ml) were heated to reflux. A 500 watt tungsten halogen lamp was used to initiate the reaction. The reaction mixture was heated to reflux and irradiated for 30 minutes. The reaction mixture was allowed to cool and then filtered. The filtrate was concentrated to give a colourless oil which solidified on standing to give 1-bromo-3-bromomethyl-2-chloro-4... The reactants are CO (methanol), [OH-].[Na+] (NaOH), ClC=1C=C(C2=C(C=C(C(O2)C(F)(F)F)C(=O)OCC)C1)C1=CC=CC=C1 (ethyl 6-chloro-8-phenyl-2-(trifluoromethyl)-2H-1-benzopyran-3-carboxylate). Solvent: C1CCOC1 (THF). Reaction conditions: time 18 hour. Yields the product ClC=1C=C(C2=C(C=C(C(O2)C(F)(F)F)C(=O)O)C1)C1=CC=CC=C1 (6-chloro-8-phenyl-2-trifluoromethyl-2H-1-benzopyran-3-carboxylic acid). Isolated yield 45.5%. Reaction SMILES: [Cl:1][C:2]1[CH:3]=[C:4]([C:21]2[CH:26]=[CH:25][CH:24]=[CH:23][CH:22]=2)[C:5]2[O:10][CH:9]([C:11]([F:14])([F:13])[F:12])[C:8]([C:15]([O:17]CC)=[O:16])=[CH:7][C:6]=2[CH:20]=1.CO.[OH-].[Na+]>C1COCC1>[Cl:1][C:2]1[CH:3]=[C:4]([C:21]2[CH:26]=[CH:25][CH:24]=[CH:23][CH:22]=2)[C:5]2[O:10][CH:9]([C:11]([F:13])([F:12])[F:14])[C:8]([C:15]([OH:17])=[O:16])=[CH:7][C:6]=2[CH:20]=1 |f:2.3|. Reported procedure: A solution of the ester from step 1 (1.0 g, 2.6 mmol) was dissolved in THF (5 mL) and methanol (5 mL) was treated with a 2.5 N NaOH solution (4.0 mL, 10.4 mmol). The resulting mixture was stirred at room temperature for 18 hours. The solvent was removed in vacuo, and the residue taken up in ethyl acetate and acidified with 3 N HCl. The solution was extracted with ethyl acetate. The extracts were combined, dried over MgSO4, filtered, and concentrated in vacuo yielding a yellow solid. Recrystalliz... Reactants: Cl.NCC(=O)NC=1C=C(C=CC1)C1=CC(=CC=C1)C(=O)OC (methyl 3′-[(aminoacetyl)amino][1,1′-biphenyl]-3-carboxylate hydrochloride), C([O-])([O-])=O.[Na+].[Na+] (sodium carbonate), O.ON1N=NC2=C1C=CC=C2 (1-hydroxybenzotriazole hydrate), C1(CCCCC1)N=C=NC1CCCCC1 (dicyclohexylcarbodiimide), ClC=1C=C([C@H](C(=O)O)O)C=CC1 ((R)-3-chloromandelic acid). Solvent: C(C)(=O)OCC (ethyl acetate), C(C)(=O)OCC (ethyl acetate). Reaction conditions: temperature 10 celsius. Yields the product ClC=1C=C(C=CC1)[C@@H](C(=O)NCC(=O)NC=1C=C(C=CC1)C1=CC(=CC=C1)C(=O)OC)O (Methyl 3′-[({[(2S)-2-(3-chlorophenyl)-2-hydroxyethanoyl]amino}acetyl)amino][1,1′-biphenyl]-3-carboxylate). Isolated yield 426.2%. As a reaction SMILES: Cl.[NH2:2][CH2:3][C:4]([NH:6][C:7]1[CH:8]=[C:9]([C:13]2[CH:18]=[CH:17][CH:16]=[C:15]([C:19]([O:21][CH3:22])=[O:20])[CH:14]=2)[CH:10]=[CH:11][CH:12]=1)=[O:5].C(=O)([O-])[O-].[Na+].[Na+].O.ON1C2C=CC=CC=2N=N1.C1(N=C=NC2CCCCC2)CCCCC1.[Cl:55][C:56]1[CH:57]=[C:58]([CH:64]=[CH:65][CH:66]=1)[C@@H:59]([OH:63])[C:60](O)=[O:61]>C(OCC)(=O)C>[Cl:55][C:56]1[CH:57]=[C:58]([C@H:59]([OH:63])[C:60]([NH:2][CH2:3][C:4]([NH:6][C:7]2[CH:8]=[C:9]([C:13]3[CH:18]=[CH:17][CH:16]=[C:15]([C:19]([O:21][CH3:22])=[O:20])[CH:14]=3)[CH:10]=[CH:11][CH:12]=2)=[O:5])=[O:61])[CH:64]=[CH:65][CH:66]=1 |f:0.1,2.3.4,5.6|. Reported procedure: A suspension of methyl 3′-[(aminoacetyl)amino][1,1′-biphenyl]-3-carboxylate hydrochloride (50 g) in ethyl acetate (350 ml) is treated with 1 M aqueous sodium carbonate (250 ml) at room temperature. The lower aqueous phase is discarded, 1-hydroxybenzotriazole hydrate (10 g) and then dicyclohexylcarbodiimide (30.6 g) is added to the organic phase and the mixture is cooled to approximately 10° C. This mixture is treated with a solution of (R)-3-chloromandelic acid (5.8 g) in ethyl acetate (40 ml) o... The reactants are CCN=C=NCCCN(C)C, Cl, NC(CO)c1ccccc1, O, Oc1cccc2[nH]nnc12, O=C(O)CCCCc1ccccc1. The product is O=C(CCCCc1ccccc1)NC(CO)c1ccccc1. Reaction SMILES: [CH2:25]([N:26]=[C:27]=[N:28][CH2:29][CH2:30][CH2:31][N:32]([CH3:33])[CH3:34])[CH3:35].[ClH:24].[NH2:36][CH:37]([CH2:38][OH:39])[c:40]1[cH:41][cH:42][cH:43][cH:44][cH:45]1.[OH2:46].[OH:14][c:15]1[c:16]2[n:17][n:18][nH:19][c:20]2[cH:21][cH:22][cH:23]1.[c:1]1([CH2:7][CH2:8][CH2:9][CH2:10][C:11](=[O:12])[OH:13])[cH:2][cH:3][cH:4][cH:5][cH:6]1>>[c:1]1([CH2:7][CH2:8][CH2:9][CH2:10][C:11](=[O:13])[NH:36][CH:37]([CH2:38][OH:39])[c:40]2[cH:41][cH:42][cH:43][cH:44][cH:45]2)[cH:2][cH:3][cH:4][cH:5][cH:6]1. Starting materials: FC1=C(C=C(C=C1)F)C1=NC=CC(=C1)NC1=C2C(=NC=C1)C=NN2 (N-(2-(2,5-Difluorophenyl)pyridin-4-yl)-1H-pyrazolo[4,3-b]pyridin-7-amine), N(=C=O)CC (isocyanatoethane). Run in C(C)#N (acetonitrile). Run at temperature 70 celsius, time 2 hour. The product is FC1=C(C=C(C=C1)F)C1=NC=CC(=C1)NC1=C2C(=NC=C1)C=NN2C(=O)NCC (7-(2-(2,5-difluorophenyl)pyridin-4-ylamino)-N-ethyl-1H-pyrazolo[4,3-b]pyridine-1-carboxamide). RXN SMILES: [F:1][C:2]1[CH:7]=[CH:6][C:5]([F:8])=[CH:4][C:3]=1[C:9]1[CH:14]=[C:13]([NH:15][C:16]2[CH:21]=[CH:20][N:19]=[C:18]3[CH:22]=[N:23][NH:24][C:17]=23)[CH:12]=[CH:11][N:10]=1.[N:25]([CH2:28][CH3:29])=[C:26]=[O:27]>C(#N)C>[F:1][C:2]1[CH:7]=[CH:6][C:5]([F:8])=[CH:4][C:3]=1[C:9]1[CH:14]=[C:13]([NH:15][C:16]2[CH:21]=[CH:20][N:19]=[C:18]3[CH:22]=[N:23][N:24]([C:26]([NH:25][CH2:28][CH3:29])=[O:27])[C:17]=23)[CH:12]=[CH:11][N:10]=1. Procedure details: N-(2-(2,5-Difluorophenyl)pyridin-4-yl)-1H-pyrazolo[4,3-b]pyridin-7-amine (50.7 mg, 0.157 mmol) was suspended in acetonitrile (16 mL), isocyanatoethane (12.32 μl, 0.157 mmol) was added and the reaction was stirred at 70° C. for 2 hours, cooled to give a solid. The solid was collected by filtration, rinsed with acetonitrile (3×15 mL) and ether (3×5 mL) and dried under high vacuum to give the title compound. 1H NMR (400 MHz, DMSO-d6) δ ppm 1.20 (3H, t, J=7.20 Hz) 3.36-3.46 (2H, m) 7.31-7.47 (3H, m)... Starting materials: FC1=CC=C(C=C1)C(CC(CC(=O)C1=CC=C(C=C1)F)C=1C=C(C#N)C=CC1)=O (3-[3-(4-fluorophenyl)-1-[2-(4-fluorophenyl)-2-oxoethyl]-3-oxopropyl]-benzonitrile), C[Si](C)(C)N=[N+]=[N-] (trimethylsilylazide), C(CCC)[Sn](CCCC)=O (dibutyltin oxide). The solvent is C1(=CC=CC=C1)C (toluene). The product is FC1=CC=C(C=C1)C(CC(CC(=O)C1=CC=C(C=C1)F)C1=CC(=CC=C1)C1=NN=NN1)=O (1,5-Bis-(4-fluorophenyl)-3-[3-(1H-tetrazol-5-yl)phenyl]-pentane-1,5-dione). The yield is 88.1%. Reaction SMILES: [F:1][C:2]1[CH:7]=[CH:6][C:5]([C:8](=[O:29])[CH2:9][CH:10]([C:21]2[CH:22]=[C:23]([CH:26]=[CH:27][CH:28]=2)[C:24]#[N:25])[CH2:11][C:12]([C:14]2[CH:19]=[CH:18][C:17]([F:20])=[CH:16][CH:15]=2)=[O:13])=[CH:4][CH:3]=1.C[Si]([N:34]=[N+:35]=[N-:36])(C)C.C([Sn](=O)CCCC)CCC>C1(C)C=CC=CC=1>[F:1][C:2]1[CH:3]=[CH:4][C:5]([C:8](=[O:29])[CH2:9][CH:10]([C:21]2[CH:28]=[CH:27][CH:26]=[C:23]([C:24]3[NH:36][N:35]=[N:34][N:25]=3)[CH:22]=2)[CH2:11][C:12]([C:14]2[CH:19]=[CH:18][C:17]([F:20])=[CH:16][CH:15]=2)=[O:13])=[CH:6][CH:7]=1. Procedure details: A mixture of 3-[3-(4-fluorophenyl)-1-[2-(4-fluorophenyl)-2-oxoethyl]-3-oxopropyl]-benzonitrile (1 g, 2.1 mmol), trimethylsilylazide (0.48 g, 4.2 mmol), and dibutyltin oxide (0.05 g) is heated under N2 in toluene (25 mL) at 100° C. for 18 hours. The toluene is removed under vacuum and the residue is dissolved in a small amount of methanol. The methanol is removed under vacuum and the residue chromatographed over SiO2 eluting with dichloromethane:2-propanol (4:1). Pure fractions are combined, conc... RXN SMILES: [Cl:14][c:15]1[cH:16][c:17]([C:30](=[O:31])[O:32][CH3:33])[c:18]([NH:21][C:22]([CH2:23][O:24][CH2:25][C:26](=[O:27])[OH:28])=[O:29])[cH:19][cH:20]1.[F:1][c:2]1[c:3]([NH2:4])[cH:5][c:6](-[c:9]2[cH:10][o:11][cH:12][cH:13]2)[cH:7][cH:8]1>>[F:1][c:2]1[c:3]([NH:4][C:26]([CH2:25][O:24][CH2:23][C:22]([NH:21][c:18]2[c:17]([C:30](=[O:31])[O:32][CH3:33])[cH:16][c:15]([Cl:14])[cH:20][cH:19]2)=[O:29])=[O:27])[cH:5][c:6](-[c:9]2[cH:10][o:11][cH:12][cH:13]2)[cH:7][cH:8]1. The product is COC(=O)c1cc(Cl)ccc1NC(=O)COCC(=O)Nc1cc(-c2ccoc2)ccc1F. Reactants: COC(=O)c1cc(Cl)ccc1NC(=O)COCC(=O)O, Nc1cc(-c2ccoc2)ccc1F. The reactants are C=C(C#N)CCC#N, CCO, CO, Sc1ccc(Cl)c(Cl)c1. The product is N#CCCC(C#N)CSc1ccc(Cl)c(Cl)c1. Reaction SMILES: [CH2:10]=[C:11]([C:12]#[N:13])[CH2:14][CH2:15][C:16]#[N:17].[CH3:18][CH2:19][OH:20].[CH3:21][OH:22].[Cl:1][c:2]1[cH:3][c:4]([SH:9])[cH:5][cH:6][c:7]1[Cl:8]>>[Cl:1][c:2]1[cH:3][c:4]([S:9][CH2:10][CH:11]([C:12]#[N:13])[CH2:14][CH2:15][C:16]#[N:17])[cH:5][cH:6][c:7]1[Cl:8].